This data is from the Open Reaction Database (ORD), a public repository of structured organic reaction records. The task is: describe an organic reaction: reactants, conditions, products, and yield Starting materials: CS(=O)(=O)OCCN(CCOS(=O)(=O)C)C(C(F)(F)F)=O (methanesulfonic acid 2-[(2-methanesulfonyloxy-ethyl)-(2,2,2-trifluoro-acetyl)-amino]-ethyl ester), C1(CC1)N (Cyclopropylamine). Solvent: C1CCOC1 (THF). Reaction conditions: temperature 48 celsius. Yields the product C1(CC1)N1CCN(CC1)C(C(F)(F)F)=O (1-(4-Cyclopropyl-piperazin-1-yl)-2,2,2-trifluoro-ethanone). RXN SMILES: CS(O[CH2:6][CH2:7][N:8]([C:16](=[O:21])[C:17]([F:20])([F:19])[F:18])[CH2:9][CH2:10]OS(C)(=O)=O)(=O)=O.[CH:22]1([NH2:25])[CH2:24][CH2:23]1>C1COCC1>[CH:22]1([N:25]2[CH2:10][CH2:9][N:8]([C:16](=[O:21])[C:17]([F:20])([F:19])[F:18])[CH2:7][CH2:6]2)[CH2:24][CH2:23]1. Reported procedure: The product prepared as in Example 8 above, methanesulfonic acid 2-[(2-methanesulfonyloxy-ethyl)-(2,2,2-trifluoro-acetyl)-amino]-ethyl ester (3.6 g) was dissolved in THF (18 mL). Cyclopropylamine (1.14 g, 20 mmol) was then added neat to the reaction mixture. The reaction mixture was then heated at 48° C. for 72 hours. The reaction mixture was then concentrated to a thick oil and the oil was chromatographed using 25-35% ethylacetate-hexanes mixture to yield the title compound as the late eluting ...